Dataset: the Open Reaction Database (ORD), a public repository of structured organic reaction records. Task: describe an organic reaction: reactants, conditions, products, and yield The reactants are C(CCC)[Li] (n-butyllithium), BrC1=CC2=C(OC(O2)(C2=CC=CC=C2)C2=CC=CC=C2)C=C1 (5-bromo-2,2-diphenyl-1,3-benzodioxol), solid, C(=O)=O (carbon dioxide). Run in O1CCCC1 (tetrahydrofuran). Run at time 10 minute. Product: [Li+].C1(=CC=CC=C1)C1(OC2=C(O1)C=CC(=C2)C(=O)[O-])C2=CC=CC=C2 (2,2-diphenyl-1,3-benzodioxol-5-carboxylic acid lithium salt). RXN SMILES: C([Li:5])CCC.Br[C:7]1[CH:27]=[CH:26][C:10]2[O:11][C:12]([C:20]3[CH:25]=[CH:24][CH:23]=[CH:22][CH:21]=3)([C:14]3[CH:19]=[CH:18][CH:17]=[CH:16][CH:15]=3)[O:13][C:9]=2[CH:8]=1.[C:28](=[O:30])=[O:29]>O1CCCC1>[Li+:5].[C:14]1([C:12]2([C:20]3[CH:25]=[CH:24][CH:23]=[CH:22][CH:21]=3)[O:11][C:10]3[CH:26]=[CH:27][C:7]([C:28]([O-:30])=[O:29])=[CH:8][C:9]=3[O:13]2)[CH:19]=[CH:18][CH:17]=[CH:16][CH:15]=1 |f:4.5|. Reported procedure: A solution of 6.25 ml of n-butyllithium (1.6M in n-hexane) in 50 ml of tetrahydrofuran is treated at -78° C. with 3.5 g of 5-bromo-2,2-diphenyl-1,3-benzodioxol and stirred for 10 minutes. The resulting solution is treated with about 10 g of solid carbon dioxide and subsequently warmed to room temperature. The precipitate formed is filtered off and dried. There are obtained 2.66 g of 2,2-diphenyl-1,3-benzodioxol-5-carboxylic acid lithium salt (1:1) as a white powder. This is dissolved in 20 ml of... As a reaction SMILES: [CH3:1][O:2][C:3](=[O:30])[CH2:4][C@H:5]1[C:9]2[CH:10]=[CH:11][C:12]([O:14][C@H:15]3[C:23]4[C:18](=[C:19]([CH2:28]Br)[C:20]([C:24]([F:27])([F:26])[F:25])=[CH:21][CH:22]=4)[CH2:17][CH2:16]3)=[CH:13][C:8]=2[O:7][CH2:6]1.[CH:31]1[C:40]2[C:35](=[CH:36][CH:37]=[CH:38][CH:39]=2)[CH2:34][CH2:33][N:32]=1>>[CH3:1][O:2][C:3](=[O:30])[CH2:4][C@H:5]1[C:9]2[CH:10]=[CH:11][C:12]([O:14][C@H:15]3[C:23]4[C:18](=[C:19]([CH2:28][N:32]5[CH2:33][CH2:34][C:35]6[C:40](=[CH:39][CH:38]=[CH:37][CH:36]=6)[CH2:31]5)[C:20]([C:24]([F:27])([F:26])[F:25])=[CH:21][CH:22]=4)[CH2:17][CH2:16]3)=[CH:13][C:8]=2[O:7][CH2:6]1. Procedure details: The title compound is prepared from {(S)-6-[(R)-4-bromomethyl-5-trifluoromethyl-indan-1-yloxy]-2,3-dihydro-benzofuran-3-yl}-acetic acid methyl ester and 3,4-dihydro-isoquinoline following a procedure analogous to that described for Intermediate 42. Mass spectrum (ESI+): m/z=538 [M+H]+. The reactants are COC(C[C@@H]1COC2=C1C=CC(=C2)O[C@@H]2CCC1=C(C(=CC=C21)C(F)(F)F)CBr)=O ({(S)-6-[(R)-4-bromomethyl-5-trifluoromethyl-indan-1-yloxy]-2,3-dihydro-benzofuran-3-yl}-acetic acid methyl ester), C1=NCCC2=CC=CC=C12 (3,4-dihydro-isoquinoline), Intermediate 42. The product is COC(C[C@@H]1COC2=C1C=CC(=C2)O[C@@H]2CCC1=C(C(=CC=C21)C(F)(F)F)CN2CC1=CC=CC=C1CC2)=O ({(S)-6-[(R)-4-(3,4-Dihydro-isoquinolin-2-ylmethyl)-5-trifluoromethyl-indan-1-yloxy]-2,3-dihydro-benzofuran-3-yl}-acetic acid methyl ester). Reactants: CN1CCCC1=O, CCOC(C)=O, [Cu]I, [K+], [K+], O=C([O-])[O-], O, Brc1cn(-c2cccc(-c3ccccc3)c2)cn1, c1cn[nH]c1. Yields the product c1ccc(-c2cccc(-n3cnc(-n4cccn4)c3)c2)cc1. As a reaction SMILES: [CH3:30][N:31]1[CH2:32][CH2:33][CH2:34][C:35]1=[O:36].[CH3:39][CH2:40][O:41][C:42](=[O:43])[CH3:44].[Cu:37][I:38].[K+:6].[K+:7].[O-:8][C:9]([O-:10])=[O:11].[OH2:45].[c:12]1(-[c:24]2[cH:25][cH:26][cH:27][cH:28][cH:29]2)[cH:13][c:14](-[n:18]2[cH:19][n:20][c:21]([Br:23])[cH:22]2)[cH:15][cH:16][cH:17]1.[nH:1]1[n:2][cH:3][cH:4][cH:5]1>>[n:1]1(-[c:21]2[n:20][cH:19][n:18](-[c:14]3[cH:13][c:12](-[c:24]4[cH:25][cH:26][cH:27][cH:28][cH:29]4)[cH:17][cH:16][cH:15]3)[cH:22]2)[n:2][cH:3][cH:4][cH:5]1. Reactants: C(C1=CC=CC=C1)[C@@H]1N(CCNC1)C(=O)OC(C)(C)C (2(S)-benzyl-1-tert-butoxycarbonylpiperazine), CCN=C=NCCCN(C)C.Cl (EDC.HCl), CC1=C(C(=O)O)C=CC=C1C (2,3-dimethylbenzoic acid), C=1C=CC2=C(C1)N=NN2O (HOBT). Procedure details: The title compound was prepared according to the procedure described for Example 1, Step A except using 2(S)-benzyl-1-tert-butoxycarbonylpiperazine (0.292 g, 1.06 mmol), 2,3-dimethylbenzoic acid (0.159 g, 1.06 mmol), HOBT (0.157 g, 1.02 mmol), EDC.HCl (0.213 g, 1.11 mmol) and triethylamine to adjust the pH to 7. The title compound was obtained as a thick oil. 1HNMR (DMSO-d6, 300 MHz) δ 7.15 (2H, m), 6.06 (1H,m), 4.42 (1H,m), 3.6-4.2 (2H, m), 2.7-3.24 (4H, m), 2.24 (3H, s), 2.03-2.20 (3H, 4s), 1.... As a reaction SMILES: [CH2:1]([C@H:8]1[CH2:13][NH:12][CH2:11][CH2:10][N:9]1[C:14]([O:16][C:17]([CH3:20])([CH3:19])[CH3:18])=[O:15])[C:2]1[CH:7]=[CH:6][CH:5]=[CH:4][CH:3]=1.[CH3:21][C:22]1[C:30]([CH3:31])=[CH:29][CH:28]=[CH:27][C:23]=1[C:24]([OH:26])=O.[CH:32]1C=CC2N(O)N=NC=2[CH:37]=1.CCN=C=NCCCN(C)C.Cl>C(N(CC)CC)C>[CH2:1]([C@H:8]1[CH2:13][N:12]([C:24]([C:23]2[C:22]3[C:30](=[CH:31][CH:32]=[CH:37][CH:21]=3)[CH:29]=[CH:28][CH:27]=2)=[O:26])[CH2:11][CH2:10][N:9]1[C:14]([O:16][C:17]([CH3:20])([CH3:19])[CH3:18])=[O:15])[C:2]1[CH:3]=[CH:4][CH:5]=[CH:6][CH:7]=1 |f:3.4|. Run in C(C)N(CC)CC (triethylamine). Product: C(C1=CC=CC=C1)[C@@H]1N(CCN(C1)C(=O)C1=CC=CC2=CC=CC=C12)C(=O)OC(C)(C)C (2(S)-Benzyl-1-tert-butoxycarbonyl-4-(1-naphthoyl)piperazine). The reactants are O=C([O-])[O-], Cc1nc2ccccc2[nH]1, Cn1c(CN2CC(C3CCOCC3)C2)nc2c(N3CCOCC3)nc(Cl)nc21, [Cs+], [Cs+], C1COCCO1, O=C(C=Cc1ccccc1)C=Cc1ccccc1, O=C(C=Cc1ccccc1)C=Cc1ccccc1, O=C(C=Cc1ccccc1)C=Cc1ccccc1, [Pd], [Pd]. Product: Cc1nc2ccccc2n1-c1nc(N2CCOCC2)c2nc(CN3CC(C4CCOCC4)C3)n(C)c2n1. RXN SMILES: [C:39](=[O:40])([O-:41])[O-:42].[CH3:29][c:30]1[nH:31][c:32]2[c:33]([n:34]1)[cH:35][cH:36][cH:37][cH:38]2.[Cl:1][c:2]1[n:3][c:4]([N:23]2[CH2:24][CH2:25][O:26][CH2:27][CH2:28]2)[c:5]2[n:6][c:7]([CH2:12][N:13]3[CH2:14][CH:15]([CH:17]4[CH2:18][CH2:19][O:20][CH2:21][CH2:22]4)[CH2:16]3)[n:8]([CH3:11])[c:9]2[n:10]1.[Cs+:43].[Cs+:44].[O:45]1[CH2:46][CH2:47][O:48][CH2:49][CH2:50]1.[O:53]=[C:54]([CH:55]=[CH:56][c:57]1[cH:58][cH:59][cH:60][cH:61][cH:62]1)[CH:63]=[CH:64][c:65]1[cH:66][cH:67][cH:68][cH:69][cH:70]1.[O:71]=[C:72]([CH:73]=[CH:74][c:75]1[cH:76][cH:77][cH:78][cH:79][cH:80]1)[CH:81]=[CH:82][c:83]1[cH:84][cH:85][cH:86][cH:87][cH:88]1.[O:89]=[C:90]([CH:91]=[CH:92][c:93]1[cH:94][cH:95][cH:96][cH:97][cH:98]1)[CH:99]=[CH:100][c:101]1[cH:102][cH:103][cH:104][cH:105][cH:106]1.[Pd:51].[Pd:52]>>[c:2]1(-[n:31]2[c:30]([CH3:29])[n:34][c:33]3[c:32]2[cH:38][cH:37][cH:36][cH:35]3)[n:3][c:4]([N:23]2[CH2:24][CH2:25][O:26][CH2:27][CH2:28]2)[c:5]2[n:6][c:7]([CH2:12][N:13]3[CH2:14][CH:15]([CH:17]4[CH2:18][CH2:19][O:20][CH2:21][CH2:22]4)[CH2:16]3)[n:8]([CH3:11])[c:9]2[n:10]1. Reactants: ClCCl, CC(C)(C)OC(=O)N1CCC(CCO[Si](C)(C)C(C)(C)C)(C(=O)CC(O)Cc2ccccc2)CC1. Product: CC(C)(C)OC(=O)N1CCC(CCO[Si](C)(C)C(C)(C)C)(C(=O)CC(=O)Cc2ccccc2)CC1. RXN SMILES: [CH2:36]([Cl:37])[Cl:38].[c:1]1([CH2:7][CH:8]([CH2:9][C:10](=[O:11])[C:12]2([CH2:25][CH2:26][O:27][Si:28]([CH3:29])([CH3:30])[C:31]([CH3:32])([CH3:33])[CH3:34])[CH2:13][CH2:14][N:15]([C:18](=[O:19])[O:20][C:21]([CH3:22])([CH3:23])[CH3:24])[CH2:16][CH2:17]2)[OH:35])[cH:2][cH:3][cH:4][cH:5][cH:6]1>>[c:1]1([CH2:7][C:8]([CH2:9][C:10](=[O:11])[C:12]2([CH2:25][CH2:26][O:27][Si:28]([CH3:29])([CH3:30])[C:31]([CH3:32])([CH3:33])[CH3:34])[CH2:13][CH2:14][N:15]([C:18](=[O:19])[O:20][C:21]([CH3:22])([CH3:23])[CH3:24])[CH2:16][CH2:17]2)=[O:35])[cH:2][cH:3][cH:4][cH:5][cH:6]1.